From a dataset of the Open Reaction Database (ORD), a public repository of structured organic reaction records. describe an organic reaction: reactants, conditions, products, and yield The reactants are CN1C(=CC2=CC(=CC=C12)OCC1=CC=CC=C1)C(=O)OCC (ethyl 1-methyl-5-(phenylmethoxy)-1H-indole-2-carboxylate), pyridinium bromide perbromide. Run in N1=CC=CC=C1 (pyridine), N1=CC=CC=C1 (pyridine). Run at time 16 hour. Yields the product BrC1=C(N(C2=CC=C(C=C12)OCC1=CC=CC=C1)C)C(=O)OCC (Ethyl 3-bromo-1-methyl-5-(phenylmethoxy)-1H-indole-2-carboxylate). Isolated yield 76.0%. Reaction SMILES: [CH3:1][N:2]1[C:10]2[C:5](=[CH:6][C:7]([O:11][CH2:12][C:13]3[CH:18]=[CH:17][CH:16]=[CH:15][CH:14]=3)=[CH:8][CH:9]=2)[CH:4]=[C:3]1[C:19]([O:21][CH2:22][CH3:23])=[O:20].C1C=C[NH+]=CC=1.[Br:30][Br-]Br>N1C=CC=CC=1>[Br:30][C:4]1[C:5]2[C:10](=[CH:9][CH:8]=[C:7]([O:11][CH2:12][C:13]3[CH:18]=[CH:17][CH:16]=[CH:15][CH:14]=3)[CH:6]=2)[N:2]([CH3:1])[C:3]=1[C:19]([O:21][CH2:22][CH3:23])=[O:20] |f:1.2|. Reported procedure: A solution of ethyl 1-methyl-5-(phenylmethoxy)-1H-indole-2-carboxylate (60.9 g, 197 mmol; Monge Vega A, et al., An. Ouim. 1976;72:267) in 550 mL of pyridine is cooled in ice and treated dropwise with a solution of pyridinium bromide perbromide (67.0 g, 209 mmol) in 200 mL of pyridine. The cooling bath is removed, and the mixture is stirred for 16 hours, then added to 4.0 L of cold water. The precipitated solid is filtered, washed with water, and recrystallized from ethyl acetate-hexane to give 5... Reactants: C(C(C)C)C1=CC=C(C(=O)O)C=C1 (4-isobutylbenzoic acid), [F-].C(CCC)[N+](CCCC)(CCCC)CCCC (tetrabutylammonium fluoride), Example 8 ( 8e ), solution, Example 2 ( 2c ), [Si](C)(C)(C(C)(C)C)OC1CCCC2=C1C=C(S2)C(N)=NO (4-{[t-butyl(dimethyl)silyl]oxy}-N′-hydroxy-4,5,6,7-tetrahydro-1-benzothiophene-2-carboximidamide), C1(CCCCC1)N=C=NC1CCCCC1 (N,N′-dicyclohexylcarbodiimide). Product: crude product, C(C(C)C)C1=CC=C(C=C1)C1=NC(=NO1)C=1SC2=C(C1)C(CCC2)O (2-[5-(4-Isobutylphenyl)-1,2,4-oxadiazol-3-yl]-4,5,6,7-tetrahydro-1-benzothiophen-4-ol). As a reaction SMILES: [Si]([O:8][CH:9]1[C:14]2[CH:15]=[C:16]([C:18](=[N:20][OH:21])[NH2:19])[S:17][C:13]=2[CH2:12][CH2:11][CH2:10]1)(C(C)(C)C)(C)C.[CH2:22]([C:26]1[CH:34]=[CH:33][C:29]([C:30](O)=O)=[CH:28][CH:27]=1)[CH:23]([CH3:25])[CH3:24].C1(N=C=NC2CCCCC2)CCCCC1.[F-].C([N+](CCCC)(CCCC)CCCC)CCC>>[CH2:22]([C:26]1[CH:27]=[CH:28][C:29]([C:30]2[O:21][N:20]=[C:18]([C:16]3[S:17][C:13]4[CH2:12][CH2:11][CH2:10][CH:9]([OH:8])[C:14]=4[CH:15]=3)[N:19]=2)=[CH:33][CH:34]=1)[CH:23]([CH3:25])[CH3:24] |f:3.4|. Procedure: The crude product of the title compound was synthesized by conducting the similar reaction to that mentioned in Example 2 (2c) using 4-{[t-butyl(dimethyl)silyl]oxy}-N′-hydroxy-4,5,6,7-tetrahydro-1-benzothiophene-2-carboximidamide (0.15 g, 0.50 mmol) that was obtained in Example 8 (8e), 4-isobutylbenzoic acid (89 mg, 0.50 mmol), N,N′-dicyclohexylcarbodiimide (0.11 g, 0.55 mmol), and a 1.0 M solution of tetrabutylammonium fluoride (0.75 ml, 0.75 mmol). Subsequently, the crude product of the title ... Starting materials: CCOC(CSc1ccc(OCC(=O)OC)c(C)c1)=C(c1ccc(Br)cc1)c1ccc(Br)cc1, CCO, Cl, [Na+], [OH-]. Product: CCOC(CSc1ccc(OCC(=O)O)c(C)c1)=C(c1ccc(Br)cc1)c1ccc(Br)cc1. As a reaction SMILES: [CH3:1][O:2][C:3]([CH2:4][O:5][c:6]1[c:7]([CH3:33])[cH:8][c:9]([S:12][CH2:13][C:14](=[C:15]([c:16]2[cH:17][cH:18][c:19]([Br:22])[cH:20][cH:21]2)[c:23]2[cH:24][cH:25][c:26]([Br:29])[cH:27][cH:28]2)[O:30][CH2:31][CH3:32])[cH:10][cH:11]1)=[O:34].[CH3:38][CH2:39][OH:40].[ClH:37].[Na+:36].[OH-:35]>>[O:2]=[C:3]([CH2:4][O:5][c:6]1[c:7]([CH3:33])[cH:8][c:9]([S:12][CH2:13][C:14](=[C:15]([c:16]2[cH:17][cH:18][c:19]([Br:22])[cH:20][cH:21]2)[c:23]2[cH:24][cH:25][c:26]([Br:29])[cH:27][cH:28]2)[O:30][CH2:31][CH3:32])[cH:10][cH:11]1)[OH:34]. The reactants are CCOC(=O)CC(=O)c1ccc(C)nc1, CCO, [H][H]. Yields the product CCOC(=O)CC(O)c1ccc(C)nc1. As a reaction SMILES: [CH2:1]([CH3:2])[O:3][C:4]([CH2:5][C:6]([c:7]1[cH:8][n:9][c:10]([CH3:13])[cH:11][cH:12]1)=[O:14])=[O:15].[CH3:18][CH2:19][OH:20].[H:16][H:17]>>[CH2:1]([CH3:2])[O:3][C:4]([CH2:5][CH:6]([c:7]1[cH:8][n:9][c:10]([CH3:13])[cH:11][cH:12]1)[OH:14])=[O:15]. The reactants are C1(=CC=CC=C1)/C(=C(\CC)/C1=CC=CC=C1)/C1=CC=C(C=C1)C=CC(=O)O (3-[4-(Z)-(1,2-diphenylbut-1-enyl)phenyl]-acrylic acid), COC=1C=C(C=CC1)S(=O)(=O)N (3-methoxybenzenesulfonamide). Product: C1(=CC=CC=C1)C(=C(CC)C1=CC=CC=C1)C1=CC=C(C=C1)C=CC(=O)NS(=O)(=O)C1=CC(=CC=C1)OC (N-{3-[4-(1,2-diphenyl-but-1-enyl)-phenyl]-acryloyl}-3-methoxy-benzenesulfonamide). Reaction SMILES: [C:1]1(/[C:7](/[C:17]2[CH:22]=[CH:21][C:20]([CH:23]=[CH:24][C:25](O)=[O:26])=[CH:19][CH:18]=2)=[C:8](/[C:11]2[CH:16]=[CH:15][CH:14]=[CH:13][CH:12]=2)\[CH2:9][CH3:10])[CH:6]=[CH:5][CH:4]=[CH:3][CH:2]=1.[CH3:28][O:29][C:30]1[CH:31]=[C:32]([S:36]([NH2:39])(=[O:38])=[O:37])[CH:33]=[CH:34][CH:35]=1>>[C:1]1([C:7]([C:17]2[CH:22]=[CH:21][C:20]([CH:23]=[CH:24][C:25]([NH:39][S:36]([C:32]3[CH:33]=[CH:34][CH:35]=[C:30]([O:29][CH3:28])[CH:31]=3)(=[O:38])=[O:37])=[O:26])=[CH:19][CH:18]=2)=[C:8]([C:11]2[CH:16]=[CH:15][CH:14]=[CH:13][CH:12]=2)[CH2:9][CH3:10])[CH:2]=[CH:3][CH:4]=[CH:5][CH:6]=1. Reported procedure: Prepared by coupling 1a and 3-methoxybenzenesulfonamide (Synlett, 1997, 375) in accordance with Procedure 1, Method B described hereinabove. Yield (27%); 1H NMR (d6-DMSO) δ 12.18 (br s, 1H), 7.53–7.07 (m, 17H), 6.84 (d, J=8.0 Hz, 2H), 6.40 (d, J=15.7 Hz, 1H), 3.78 (s, 3H), 2.35 (q, J=7.4 Hz, 2H), 0.82 (t, J=7.4 Hz, 3H); APcI m/z: 522 (M−H−). Starting materials: 1-{4-[7-(2-Methoxy-ethyl)-4,8-dioxo-2-phenyl-7,8-dihydro-4H-pyrano[2,3-c]pyridin-3-yl]-phenyl}-carbamic acid tert-butyl ester, C(C)(C)(C)OC(NC1(CCC1)C1=CC=C(C=C1)C1=C(OC2=CC=C(C=C2C1=O)F)C1=CC=CC=C1)=O ({1-[4-(6-fluoro-4-oxo-2-phenyl-4H-chromen-3-yl)-phenyl]-cyclobutyl}-carbamic acid tert-butyl ester), IC=1C(C2=C(C(N(C=C2)CCOC)=O)OC1C1=CC=CC=C1)=O (3-iodo-7-(2-methoxy-ethyl)-2-phenyl-7H-pyrano[2,3-c]pyridine-4,8-dione). Yields the product NC1(CCC1)C1=CC=C(C=C1)C=1C(C2=C(C(N(C=C2)CCOC)=O)OC1C1=CC=CC=C1)=O (3-[4-(1-Amino-cyclobutyl)-phenyl]-7-(2-methoxy-ethyl)-2-phenyl-7H-pyrano[2,3-c]pyridine-4,8-dione). The yield is 100.0%. Reaction SMILES: C(OC(=O)[NH:7][C:8]1([C:12]2[CH:17]=[CH:16][C:15](C3C(=O)C4C(=CC=C(F)C=4)OC=3C3C=CC=CC=3)=[CH:14][CH:13]=2)[CH2:11][CH2:10][CH2:9]1)(C)(C)C.I[C:38]1[C:39](=[O:59])[C:40]2[CH:45]=[CH:44][N:43]([CH2:46][CH2:47][O:48][CH3:49])[C:42](=[O:50])[C:41]=2[O:51][C:52]=1[C:53]1[CH:58]=[CH:57][CH:56]=[CH:55][CH:54]=1>>[NH2:7][C:8]1([C:12]2[CH:17]=[CH:16][C:15]([C:38]3[C:39](=[O:59])[C:40]4[CH:45]=[CH:44][N:43]([CH2:46][CH2:47][O:48][CH3:49])[C:42](=[O:50])[C:41]=4[O:51][C:52]=3[C:53]3[CH:58]=[CH:57][CH:56]=[CH:55][CH:54]=3)=[CH:14][CH:13]=2)[CH2:9][CH2:10][CH2:11]1. Procedure: (1-{4-[7-(2-Methoxy-ethyl)-4,8-dioxo-2-phenyl-7,8-dihydro-4H-pyrano[2,3-c]pyridin-3-yl]-phenyl}-carbamic acid tert-butyl ester: Following the procedure used to prepare {1-[4-(6-fluoro-4-oxo-2-phenyl-4H-chromen-3-yl)-phenyl]-cyclobutyl}-carbamic acid tert-butyl ester, 3-iodo-7-(2-methoxy-ethyl)-2-phenyl-7H-pyrano[2,3-c]pyridine-4,8-dione was reacted to give the title compound as a colourless oil (82 mg, 100%). LCMS (Method B): RT=4.63 min, [M+H]+=543. Starting materials: C(C1=CC=CC=C1)(=O)N=C=S (benzoyl isothiocyanate), NC1=C(C(=O)NC)C=CC=C1 (2-amino-N-methylbenzamide). Solvent: CCOCC (ether), CCOCC (ether). Yields the product C(C1=CC=CC=C1)(=O)NC(=S)NC1=C(C(=O)NC)C=CC=C1 (2-[[(Benzoylamino)thioxomethyl]amino]-N-methylbenzamide). Yield: 87.9%. RXN SMILES: [NH2:1][C:2]1[CH:11]=[CH:10][CH:9]=[CH:8][C:3]=1[C:4]([NH:6][CH3:7])=[O:5].[C:12]([N:20]=[C:21]=[S:22])(=[O:19])[C:13]1[CH:18]=[CH:17][CH:16]=[CH:15][CH:14]=1>CCOCC>[C:12]([NH:20][C:21]([NH:1][C:2]1[CH:11]=[CH:10][CH:9]=[CH:8][C:3]=1[C:4]([NH:6][CH3:7])=[O:5])=[S:22])(=[O:19])[C:13]1[CH:18]=[CH:17][CH:16]=[CH:15][CH:14]=1. Procedure details: To a stirred mixture of 12 g of 2-amino-N-methylbenzamide and 200 ml of ether was added dropwise, a solution of 13.1 g of benzoyl isothiocyanate in 100 ml of ether over 30 minutes. The solid was collected, giving 22 g of the desired product as cream-colored crystals, mp 203°-205° C. (dec.). Reactants: BrCC(=O)OCCCCCCCC (1-octyl bromoacetate), C(C(C)C)(=O)O (isobutyric acid), CN(C)P(=O)(N(C)C)N(C)C (HMPA), C(C)(C)[N-]C(C)C.[Li+] (lithium diisopropylamide), C(C)(C)NC(C)C (diisopropylamine), [Li]CCCC (n-BuLi). The solvent is C1CCOC1 (THF), C1CCOC1 (THF). Conditions: temperature 45 celsius. The product is C(CCCCCCC)OC(=O)C(C(C(=O)O)(C)C)C (3-(1-octyloxycarbonyl)-2,2-dimethylbutyric acid). The yield is 12.3%. RXN SMILES: [CH:1]([N-]C(C)C)(C)C.[Li+].C(NC(C)C)(C)C.[Li]CCCC.[C:21]([OH:26])(=[O:25])[CH:22]([CH3:24])[CH3:23].CN(P(N(C)C)(N(C)C)=O)C.Br[CH2:39][C:40]([O:42][CH2:43][CH2:44][CH2:45][CH2:46][CH2:47][CH2:48][CH2:49][CH3:50])=[O:41]>C1COCC1>[CH2:43]([O:42][C:40]([CH:39]([CH3:1])[C:22]([CH3:24])([CH3:23])[C:21]([OH:26])=[O:25])=[O:41])[CH2:44][CH2:45][CH2:46][CH2:47][CH2:48][CH2:49][CH3:50] |f:0.1|. Procedure: To a mixture of lithium diisopropylamide (prepared from 4.8 g, (47.8 mmol) of diisopropylamine and 19.1 ml, (2.5M, 47.8 mmol) of n-BuLi) in 50 ml of THF was added isobutyric acid (2.2 ml, 23.9 mmol) at 0° C. and the mixture was allowed to warm to 45° C. with stirring. To the mixture cooled to -78° C., was added 4.3 g (23.9 mmol) of HMPA followed by a solution of 1-octyl bromoacetate (6 g, 23.9 mmol) in 50 ml of THF under argon at -78° C. The mixture was quenched with 1N HCl, warmed to room tempe... Reactants: C[Si](C)(C)C#CC1=COC=C1 (3-(Trimethylsilylethynyl)furan), [I-].[Mg+2].[I-] (magnesium iodide), CC1=C(C(=CC(=C1)C)C)C1C(C=CC1=O)=O (2-(2,4,6-trimethylphenyl)cyclopent-4-ene-1,3-dione). Reaction conditions: time 3 day. Product: CC1=C(C(=CC(=C1)C)C)C1C(C2C3CC(C(C2C1=O)O3)C#C[Si](C)(C)C)=O ((1RS,2SR,6RS,7RS)-4-(2,4,6-trimethylphenyl)-8-trimethylsilylethynyl-10-oxatricyclo-[5.2.1.02,6]decane-3,5-dione). RXN SMILES: [CH3:1][Si:2]([C:5]#[C:6][C:7]1[CH:11]=[CH:10][O:9][CH:8]=1)([CH3:4])[CH3:3].[I-].[Mg+2].[I-].[CH3:15][C:16]1[CH:21]=[C:20]([CH3:22])[CH:19]=[C:18]([CH3:23])[C:17]=1[CH:24]1[C:28](=[O:29])[CH:27]=[CH:26][C:25]1=[O:30]>>[CH3:15][C:16]1[CH:21]=[C:20]([CH3:22])[CH:19]=[C:18]([CH3:23])[C:17]=1[CH:24]1[C:25](=[O:30])[CH:26]2[CH:27]([CH:10]3[O:9][CH:8]2[CH:7]([C:6]#[C:5][Si:2]([CH3:3])([CH3:4])[CH3:1])[CH2:11]3)[C:28]1=[O:29] |f:1.2.3|. Procedure: 3-(Trimethylsilylethynyl)furan (10.0 g, 61 mmol) and magnesium iodide (1.11 g, 4 mmol) are added to 2-(2,4,6-trimethylphenyl)cyclopent-4-ene-1,3-dione (4.34 g, 20 mmol) and the mixture is stirred at room temperature for 3 days. The reaction mixture is concentrated under reduced pressure and the residue is purified by column chromatography on silica gel to give (1RS,2SR,6RS,7RS)-4-(2,4,6-trimethylphenyl)-8-trimethylsilylethynyl-10-oxatricyclo-[5.2.1.02,6]decane-3,5-dione.